Dataset: the Open Reaction Database (ORD), a public repository of structured organic reaction records. Task: describe an organic reaction: reactants, conditions, products, and yield Starting materials: C(C)(=O)OCCBr (2-bromoethyl acetate), N1=CC=CC=C1 (pyridine). Run in C(C)#N (acetonitrile). Product: [Br-].C(C)(=O)OCC[N+]1=CC=CC=C1 (N-(2-Acetyloxyethyl)pyridinium Bromide). Reaction SMILES: [C:1]([O:4][CH2:5][CH2:6][Br:7])(=[O:3])[CH3:2].[N:8]1[CH:13]=[CH:12][CH:11]=[CH:10][CH:9]=1>C(#N)C>[Br-:7].[C:1]([O:4][CH2:5][CH2:6][N+:8]1[CH:13]=[CH:12][CH:11]=[CH:10][CH:9]=1)(=[O:3])[CH3:2] |f:3.4|. Reported procedure: A solution of 100.0 grams (0.599 mol) of 2-bromoethyl acetate, 47.37 grams (0.599 mol) of pyridine and 300 milliters of acetonitrile was heated at reflux for 19 hours and then cooled, concentrated on a rotovap to an oil, heated in methyl ethyl ketone and then cooled. On prolonged standing, solid crystallized, was collected and dried. The yield of product was 129.5 grams (87.85% of theory); mp=69°-74° C. The yield is 91.8%. The product is CC(C(=O)O)(C)C1=CC=C(C=C1)C(F)(F)F (2-Methyl-2-(4-(trifluoromethyl)phenyl)propanoic acid). Reactants: CC(C(=O)OC)(C)C1=CC=C(C=C1)C(F)(F)F (methyl 2-methyl-2-(4-(trifluoromethyl)phenyl)propanoate), [OH-].[K+] (KOH). The solvent is CO (MeOH), O (water). Conditions: temperature 23 celsius, time 18 hour. Reaction SMILES: [CH3:1][C:2]([C:8]1[CH:13]=[CH:12][C:11]([C:14]([F:17])([F:16])[F:15])=[CH:10][CH:9]=1)([CH3:7])[C:3]([O:5]C)=[O:4].[OH-].[K+]>CO.O>[CH3:7][C:2]([C:8]1[CH:13]=[CH:12][C:11]([C:14]([F:15])([F:17])[F:16])=[CH:10][CH:9]=1)([CH3:1])[C:3]([OH:5])=[O:4] |f:1.2|. Reported procedure: A solution of methyl 2-methyl-2-(4-(trifluoromethyl)phenyl)propanoate (1528 mg, 6206 μmol) in MeOH (60 mL) and water (15 mL), was treated with KOH (1741 mg, 31028 μmol). The reaction was heated to reflux. After 18 hours, the reaction was cooled to 23° C. and concentrated in vacuo. The crude mixture was partitioned between water/diethyl ether (100 mL each). The aqueous layer was separated and washed with diethyl ether (100 mL). The combined ether layers were extracted with a 1N NaOH solution (25 ... Starting materials: C(CC)C=1C=NC(=NC1)N1CCC(CC1)O (1-(5-propylpyrimidin-2-yl)piperidin-4-ol), [H-].[Na+] (NaH), BrC1=CC2=C(N=C(S2)Cl)C=C1 (6-bromo-2-chlorobenzo[d]thiazole). Solvent: O (water), CN(C)C=O (DMF). Conditions: time 8 hour. Product: BrC1=CC2=C(N=C(S2)OC2CCN(CC2)C2=NC=C(C=N2)CCC)C=C1 (6-Bromo-2-(1-(5-propylpyrimidin-2-yl)piperidin-4-yloxy)benzo[d]thiazole). Yield: 74.2%. As a reaction SMILES: [CH2:1]([C:4]1[CH:5]=[N:6][C:7]([N:10]2[CH2:15][CH2:14][CH:13]([OH:16])[CH2:12][CH2:11]2)=[N:8][CH:9]=1)[CH2:2][CH3:3].[H-].[Na+].[Br:19][C:20]1[CH:29]=[CH:28][C:23]2[N:24]=[C:25](Cl)[S:26][C:22]=2[CH:21]=1>CN(C=O)C.O>[Br:19][C:20]1[CH:29]=[CH:28][C:23]2[N:24]=[C:25]([O:16][CH:13]3[CH2:14][CH2:15][N:10]([C:7]4[N:8]=[CH:9][C:4]([CH2:1][CH2:2][CH3:3])=[CH:5][N:6]=4)[CH2:11][CH2:12]3)[S:26][C:22]=2[CH:21]=1 |f:1.2|. Procedure: To a solution of 1-(5-propylpyrimidin-2-yl)piperidin-4-ol (160 mg, 0.724 mmol) in DMF (5 mL) was added NaH (36.2 mg, 0.905 mmol) at 0° C. Upon completion of addition, the reaction mixture was allowed to warm to rt and then 6-bromo-2-chlorobenzo[d]thiazole (150 mg, 0.604 mmol) was added. The resulting mixture was heated to 90° C., where it stirred overnight. At the conclusion of this period, the reaction mixture was cooled to rt, diluted with water and then extracted with EtOAc (3×5 mL). The comb... The reactants are CO (Methanol), ClC1=C(C=CC=C1)CN1C(=NC=C1CC(=O)OC)SCCC (methyl 2-[1-{(2-chlorophenyl)methyl}-2-propylthio-1H-imidazol-5-yl]acetate), C(C)(=O)O (acetic acid). Solvent: O1CCCC1 (tetrahydrofuran). Product: ClC1=C(C=CC=C1)CN1C(=NC=C1CCO)SCCC (1-[(2-chlorophenyl)methyl]-5-(2-hydroxy)ethyl-2-propylthio- 1H-imidazole). Isolated yield 83.0%. Reaction SMILES: [Cl:1][C:2]1[CH:7]=[CH:6][CH:5]=[CH:4][C:3]=1[CH2:8][N:9]1[C:13]([CH2:14][C:15](OC)=[O:16])=[CH:12][N:11]=[C:10]1[S:19][CH2:20][CH2:21][CH3:22].CO.C(O)(=O)C>O1CCCC1>[Cl:1][C:2]1[CH:7]=[CH:6][CH:5]=[CH:4][C:3]=1[CH2:8][N:9]1[C:13]([CH2:14][CH2:15][OH:16])=[CH:12][N:11]=[C:10]1[S:19][CH2:20][CH2:21][CH3:22]. Procedure details: A solution of methyl 2-[1-{(2-chlorophenyl)methyl}-2-propylthio-1H-imidazol-5-yl]acetate (2.1 g, 6.2 mmol) in dry tetrahydrofuran (150 mL) was cooled to -78° C. for 1.5 hours and at ambient temperature for 18 hours. Methanol was added followed by 5% aqueous acetic acid. The mixture was concentrated in vacuo, the residue was extracted with methylene chloride, and the organic extract was washed with 5% aqueous sodium carbonate solution, dried, and concentrated to give 2.33 g of crude product. This... The reactants are C#Cc1ccc(OC)c(OC)c1, NC(N)=O, CCOC(C#Cc1ccc(OC)c(OC)c1)c1ccc(CNO)cc1. The product is CCOC(C#Cc1ccc(OC)c(OC)c1)c1ccc(CN(O)C(N)=O)cc1. Reaction SMILES: [CH3:26][O:27][c:28]1[cH:29][c:30]([C:31]#[CH:32])[cH:33][cH:34][c:35]1[O:36][CH3:37].[NH2:38][C:39]([NH2:40])=[O:41].[OH:1][NH:2][CH2:3][c:4]1[cH:5][cH:6][c:7]([CH:10]([C:11]#[C:12][c:13]2[cH:14][c:15]([O:21][CH3:22])[c:16]([O:19][CH3:20])[cH:17][cH:18]2)[O:23][CH2:24][CH3:25])[cH:8][cH:9]1>>[OH:1][N:2]([CH2:3][c:4]1[cH:5][cH:6][c:7]([CH:10]([C:11]#[C:12][c:13]2[cH:14][c:15]([O:21][CH3:22])[c:16]([O:19][CH3:20])[cH:17][cH:18]2)[O:23][CH2:24][CH3:25])[cH:8][cH:9]1)[C:39]([NH2:38])=[O:41]. Reactants: O=C[C@H](O)[C@@H](O)[C@@H](O)[C@H](O)CO (D-galactose), C(C=C)N (2-propenylamine), ClCCN=C=O (2-chloroethyl isocyanate). Product: ClCCNC(=O)N(C1[C@H](O)[C@@H](O)[C@@H](O)[C@H](O1)CO)CC=C (1-(2-chloroethyl)-3-(2-propenyl)-3-D-galactopyranosylurea). The yield is 66.3%. Reaction SMILES: O=[CH:2][C@@H:3]([C@H:5]([C@H:7]([C@@H:9]([CH2:11][OH:12])[OH:10])[OH:8])[OH:6])[OH:4].[CH2:13]([NH2:16])[CH:14]=[CH2:15].[Cl:17][CH2:18][CH2:19][N:20]=[C:21]=[O:22]>>[Cl:17][CH2:18][CH2:19][NH:20][C:21]([N:16]([CH2:13][CH:14]=[CH2:15])[CH:2]1[O:10][C@H:9]([CH2:11][OH:12])[C@H:7]([OH:8])[C@H:5]([OH:6])[C@H:3]1[OH:4])=[O:22]. Procedure: 3.6 g of D-galactose, 1.5 g of 2-propenylamine and 2.5 g of 2-chloroethyl isocyanate are treated in the same manner as described in Example 5-(1). 4.3 g of 1-(2-chloroethyl)-3-(2-propenyl)-3-D-galactopyranosylurea are obtained as colorless caramel. IRνmaxnujol (cm-1): 3400, 1640, 1535, 1070 Isolated yield 65.7%. Yields the product COC1=CC=C(CCl)C=C1 (4-methoxybenzyl chloride). Run at temperature 2 celsius, time 1 hour. The reactants are C1(=CC=CC=C1)OC (anisole), Cl (hydrogen chloride), Cl (hydrogen chloride), C=O (paraformaldehyde). Reported procedure: A solution comprising 108.1 grams of anisole in 450 ml of benzene was cooled to 2° C. and then saturated with gaseous hydrogen chloride for a period of 3 hours at a maximum temperature of 5° C. Then 38.6 grams of paraformaldehyde was added thereto at 20° C. and, following the addition, the reaction mixture was heated to 45° C. and maintained thereat for 1 hour and again cooled to 20° C. Following, gaseous hydrogen chloride was introduced for an additional 5 hours. Next, the aqueous layer was sep... Solvent: C1=CC=CC=C1 (benzene). Reaction SMILES: [C:1]1([O:7][CH3:8])[CH:6]=[CH:5][CH:4]=[CH:3][CH:2]=1.[ClH:9].[CH2:10]=O>C1C=CC=CC=1>[CH3:8][O:7][C:1]1[CH:6]=[CH:5][C:4]([CH2:10][Cl:9])=[CH:3][CH:2]=1.